Dataset: the Open Reaction Database (ORD), a public repository of structured organic reaction records. Task: describe an organic reaction: reactants, conditions, products, and yield Reactants: CC(C)(C)OC(=O)N1CCC2C(C1)c1cc(Br)cc3c1N2CCS3, C[Sn](C)(C)c1c(F)cccc1F. The product is CC(C)(C)OC(=O)N1CCC2C(C1)c1cc(-c3c(F)cccc3F)cc3c1N2CCS3. As a reaction SMILES: [C:1]([CH3:2])([CH3:3])([CH3:4])[O:5][C:6](=[O:7])[N:8]1[CH2:9][CH:10]2[CH:11]([N:12]3[c:13]4[c:14]([cH:15][c:16]([Br:19])[cH:17][c:18]42)[S:20][CH2:21][CH2:22]3)[CH2:23][CH2:24]1.[F:25][c:26]1[c:27]([Sn:33]([CH3:34])([CH3:35])[CH3:36])[c:28]([F:32])[cH:29][cH:30][cH:31]1>>[C:1]([CH3:2])([CH3:3])([CH3:4])[O:5][C:6](=[O:7])[N:8]1[CH2:9][CH:10]2[CH:11]([N:12]3[c:13]4[c:14]([cH:15][c:16](-[c:27]5[c:26]([F:25])[cH:31][cH:30][cH:29][c:28]5[F:32])[cH:17][c:18]42)[S:20][CH2:21][CH2:22]3)[CH2:23][CH2:24]1. Starting materials: O=C1CCC1, CC(=O)O[BH-](OC(C)=O)OC(C)=O, CNC(=O)c1ccc(Oc2ccc3c(c2)CCNCC3)c(OC)c1, CC(=O)O, CO, ClCCl, [Na+]. The product is CNC(=O)c1ccc(Oc2ccc3c(c2)CCN(C2CCC2)CC3)c(OC)c1. RXN SMILES: [C:25]1(=[O:29])[CH2:26][CH2:27][CH2:28]1.[C:34]([O:35][BH-:36]([O:37][C:38](=[O:39])[CH3:40])[O:41][C:42](=[O:43])[CH3:44])(=[O:45])[CH3:46].[CH3:1][NH:2][C:3]([c:4]1[cH:5][c:6]([O:22][CH3:23])[c:7]([O:10][c:11]2[cH:12][c:13]3[c:14]([cH:20][cH:21]2)[CH2:15][CH2:16][NH:17][CH2:18][CH2:19]3)[cH:8][cH:9]1)=[O:24].[CH3:30][C:31](=[O:32])[OH:33].[CH3:51][OH:52].[Cl:48][CH2:49][Cl:50].[Na+:47]>>[CH3:1][NH:2][C:3]([c:4]1[cH:5][c:6]([O:22][CH3:23])[c:7]([O:10][c:11]2[cH:12][c:13]3[c:14]([cH:20][cH:21]2)[CH2:15][CH2:16][N:17]([CH:25]2[CH2:26][CH2:27][CH2:28]2)[CH2:18][CH2:19]3)[cH:8][cH:9]1)=[O:24]. Reactants: CS(=O)(=O)OC1CN(C1)C=1C=CC=2N(N1)C(=NN2)C(F)(F)F (6-[3-(methanesulfonyloxy)azetidin-1-yl]-3-(trifluoromethyl)-[1,2,4]triazolo[4,3-b]pyridazine), FC=1C=C(C=CC1)O (3-fluorophenol), C([O-])([O-])=O.[K+].[K+] (potassium carbonate). Solvent: CN(C)C=O (DMF), O (water), CC#N (MeCN). Yields the product FC=1C=C(OC2CN(C2)C=2C=CC=3N(N2)C(=NN3)C(F)(F)F)C=CC1 (6-[3-(3-fluorophenoxy)azetidin-1-yl]-3-(trifluoromethyl)[1,2,4]triazolo[4,3-b]pyridazine). RXN SMILES: CS([O:5][CH:6]1[CH2:9][N:8]([C:10]2[CH:11]=[CH:12][C:13]3[N:14]([C:16]([C:19]([F:22])([F:21])[F:20])=[N:17][N:18]=3)[N:15]=2)[CH2:7]1)(=O)=O.[F:23][C:24]1[CH:25]=[C:26](O)[CH:27]=[CH:28][CH:29]=1.C(=O)([O-])[O-].[K+].[K+]>CN(C=O)C.O.CC#N>[F:23][C:24]1[CH:29]=[C:28]([CH:27]=[CH:26][CH:25]=1)[O:5][CH:6]1[CH2:9][N:8]([C:10]2[CH:11]=[CH:12][C:13]3[N:14]([C:16]([C:19]([F:22])([F:21])[F:20])=[N:17][N:18]=3)[N:15]=2)[CH2:7]1 |f:2.3.4|. Procedure: A stirred partial solution of 6-[3-(methanesulfonyloxy)azetidin-1-yl]-3-(trifluoromethyl)-[1,2,4]triazolo[4,3-b]pyridazine (169 mg, 0.5 mmol), 3-fluorophenol (112 mg, 1.5 mmol) and potassium carbonate (207 mg, 1.5 mmol) in DMF (3 mL) was heated at 100° C. for 24 hours. The reaction mixture was filtered and the product was isolated by preparative HPLC (Waters XBridge Prep C18 OBD column, 5μ silica, 19 mm diameter, 100 mm length), using decreasingly polar mixtures of water (containing 1% ammonia) ... Reactants: CC1(OC=2C=C(C=CC2O1)[C@@H]1[C@H](N=C(O1)C1=CC=CC=C1)C(=O)OC)C (Methyl (4S,5R)-5-[3, 4-(dimethylmethylenedioxy)phenyl]-2-phenyl-2-oxazoline-4-carboxylate). The solvent is Cl (hydrochloric acid). Product: C1=CC(=C(C=C1[C@H]([C@@H](C(=O)O)N)O)O)O (L-threo DOPS). Yield: 87.9%. As a reaction SMILES: CC1(C)[O:10][C:9]2[CH:8]=[CH:7][C:6]([C@H:11]3[O:15]C(C4C=CC=CC=4)=[N:13][C@@H:12]3[C:22]([O:24]C)=[O:23])=[CH:5][C:4]=2[O:3]1>Cl>[CH:7]1[C:6]([C@@H:11]([OH:15])[C@H:12]([NH2:13])[C:22]([OH:24])=[O:23])=[CH:5][C:4]([OH:3])=[C:9]([OH:10])[CH:8]=1. Procedure: Methyl (4S,5R)-5-[3, 4-(dimethylmethylenedioxy)phenyl]-2-phenyl-2-oxazoline-4-carboxylate (500 mg, 1.41 mmol) was added to 2N-hydrochloric acid (10 ml) with stirring at room temperature, and the mixture was then refluxed for 16 hours. After cooling to room temperature, about 25° C., the reaction mixture was concentrated under reduced pressure and neutralized with an aqueous 1N-sodium hydroxide solution to obtain a precipitated crystal. The precipitated crystal then was filtered to obtain 265 mg ... The reactants are COC1=NC=CC=C1C=1C=2N(C=CC1)N=C(N2)NC2=CC=C(C=C2)C2CCN(CC2)CC(=O)N(C)C (2-(4-{4-[8-(2-Methoxy-pyridin-3-yl)-[1,2,4]triazolo[1,5-a]pyridine-2-ylamino]-phenyl}-piperidin-1-yl)-N,N-dimethyl-acetamide), [I-].[Na+] (sodium iodide). Run in C(C)(=O)O (acetic acid). Run at temperature 100 celsius, time 3 hour. Product: CN(C(CN1CCC(CC1)C1=CC=C(C=C1)NC1=NN2C(C(=CC=C2)C=2C(NC=CC2)=O)=N1)=O)C (N,N-Dimethyl-2(4-{4-[8-(2-oxo-1,2-dihydro-pyridin-3-yl)-[1,2,4]triazolo[1,5-a]pyridine-2-ylamino]-phenyl}-piperidin-1-yl)-acetamide). Isolated yield 53.0%. As a reaction SMILES: C[O:2][C:3]1[C:8]([C:9]2[C:10]3[N:11]([N:15]=[C:16]([NH:18][C:19]4[CH:24]=[CH:23][C:22]([CH:25]5[CH2:30][CH2:29][N:28]([CH2:31][C:32]([N:34]([CH3:36])[CH3:35])=[O:33])[CH2:27][CH2:26]5)=[CH:21][CH:20]=4)[N:17]=3)[CH:12]=[CH:13][CH:14]=2)=[CH:7][CH:6]=[CH:5][N:4]=1.[I-].[Na+]>C(O)(=O)C>[CH3:35][N:34]([CH3:36])[C:32](=[O:33])[CH2:31][N:28]1[CH2:29][CH2:30][CH:25]([C:22]2[CH:23]=[CH:24][C:19]([NH:18][C:16]3[N:17]=[C:10]4[C:9]([C:8]5[C:3](=[O:2])[NH:4][CH:5]=[CH:6][CH:7]=5)=[CH:14][CH:13]=[CH:12][N:11]4[N:15]=3)=[CH:20][CH:21]=2)[CH2:26][CH2:27]1 |f:1.2|. Procedure: A solution of 2-(4-{4-[8-(2-Methoxy-pyridin-3-yl)-[1,2,4]triazolo[1,5-a]pyridine-2-ylamino]-phenyl}-piperidin-1-yl)-N,N-dimethyl-acetamide (25 mg, 0.052 mmol) in acetic acid (1.3 mL) was added sodium iodide (15.4 mg, 0.103 mmol), and the reaction was stirred at 100° C. for 3 hours. The solvent was evaporated and the residue was diluted with dichloromethane. The dichloromethane solution was washed with 10% sodium thiosulfate solution, brine then dried over sodium sulfate, and concentrated. The pr... Yields the product CCCCCCN=C=O. The reactants are CCCCCCBr, CN(C)[S+](N(C)C)N(C)C, CC#N, N#C[O-]. As a reaction SMILES: [Br:1][CH2:2][CH2:3][CH2:4][CH2:5][CH2:6][CH3:7].[CH3:11][N:12]([S+:13]([N:14]([CH3:15])[CH3:16])[N:17]([CH3:18])[CH3:19])[CH3:20].[CH3:21][C:22]#[N:23].[O-:8][C:9]#[N:10]>>[CH2:2]([CH2:3][CH2:4][CH2:5][CH2:6][CH3:7])[N:10]=[C:9]=[O:8].